From a dataset of the Open Reaction Database (ORD), a public repository of structured organic reaction records. describe an organic reaction: reactants, conditions, products, and yield Reactants: [N+](=O)([O-])C=1C=C(C=CC1)NC=1OCC(C1C(=O)O)=O (2-[(m-nitrophenyl)amino]-4-oxo-3-furoic acid), C1COC(=O)N1P(=O)(N2CCOC2=O)Cl (BOP-Cl), NC1=CC=CC=C1 (aniline). The solvent is C(Cl)Cl (methylene chloride). The product is [N+](=O)([O-])C=1C=C(C=CC1)NC(=O)C=1C(OCC1NC1=CC=CC=C1)=O (N-(m-Nitrophenyl)-2,5-dihydro-2-oxo-4-phenylamino-3-furancarboxamide). RXN SMILES: [N+:1]([C:4]1[CH:5]=[C:6]([NH:10][C:11]2[O:12][CH2:13][C:14](=O)[C:15]=2[C:16]([OH:18])=[O:17])[CH:7]=[CH:8][CH:9]=1)([O-:3])=[O:2].C1N(P(Cl)(N2C(=O)OCC2)=O)C(=O)OC1.[NH2:35][C:36]1[CH:41]=[CH:40][CH:39]=[CH:38][CH:37]=1>C(Cl)Cl>[N+:1]([C:4]1[CH:5]=[C:6]([NH:10][C:11]([C:15]2[C:16](=[O:18])[O:17][CH2:13][C:14]=2[NH:35][C:36]2[CH:41]=[CH:40][CH:39]=[CH:38][CH:37]=2)=[O:12])[CH:7]=[CH:8][CH:9]=1)([O-:3])=[O:2]. Procedure details: The title derivative was prepared by a procedure similar to that described in Example 8 starting with 2-[(m-nitrophenyl)amino]-4-oxo-3-furoic acid (7.4 grams, 0.028 mol), BOP-Cl (7.13 grams, 0.028 mol) and aniline (2.58 ml, 0.025 mol) dissolved in 90 ml methylene chloride. Yield: 6.71 g, mp 194°-195° C. (R2 =C6H4NO2 --m). Reactants: IC[C@@H]1C[C@H](OCC2=CC=CC=C2)[C@H](O1)CO (2,5-Anhydro-1,3-dideoxy-1-iodo-4-O-(phenylmethyl)-D-arabino-hexitol), [OH-].[Na+] (sodium hydroxide), [H][H] (hydrogen). Reagents/catalysts: [Pd] (palladium on carbon). The solvent is C(C)O (ethyl alcohol). Yields the product C1(=CC=CC=C1)CO[C@H]1C[C@H](C)O[C@@H]1CO (2,5-Anhydro-1,3-dideoxy-4-O-(phenylmethyl)-D-ribo-hexitol). Isolated yield 75.7%. RXN SMILES: I[CH2:2][C@H:3]1[O:15][C@H:14]([CH2:16][OH:17])[C@@H:5]([O:6][CH2:7][C:8]2[CH:13]=[CH:12][CH:11]=[CH:10][CH:9]=2)[CH2:4]1.[OH-].[Na+].[H][H]>[Pd].C(O)C>[C:8]1([CH2:7][O:6][C@@H:5]2[C@@H:14]([CH2:16][OH:17])[O:15][C@@H:3]([CH3:2])[CH2:4]2)[CH:9]=[CH:10][CH:11]=[CH:12][CH:13]=1 |f:1.2|. Reported procedure: A mixture of 6.0 g of product from Example 334, Isomer A, 34 ml of ethyl alcohol, 17.2 ml of 1N sodium hydroxide and 7.8 g of 10% palladium on carbon is hydrogenated in a Parr apparatus at 45 psi of hydrogen for 15 hours. The reaction mixture is filtered, diluted with ethyl acetate, washed with saturated sodium chloride, dried and concentrated in vacuo to give 2.9 g of the desired product. Reactants: [Al+3], C1CCOC1, CCOC(C)=O, Cn1nnnc1C(C(=O)Cl)=C(c1ccc(F)cc1)c1ccc(F)cc1, [H-], [H-], [H-], [H-], [Li+], O=S(=O)(O)O. The product is Cn1nnnc1C(CO)=C(c1ccc(F)cc1)c1ccc(F)cc1. Reaction SMILES: [Al+3:27].[CH2:38]1[O:39][CH2:40][CH2:41][CH2:42]1.[CH3:32][CH2:33][O:34][C:35]([CH3:36])=[O:37].[F:1][c:2]1[cH:3][cH:4][c:5]([C:8](=[C:9]([C:10](=[O:11])[Cl:12])[c:13]2[n:14][n:15][n:16][n:17]2[CH3:18])[c:19]2[cH:20][cH:21][c:22]([F:25])[cH:23][cH:24]2)[cH:6][cH:7]1.[H-:26].[H-:29].[H-:30].[H-:31].[Li+:28].[S:43](=[O:44])(=[O:45])([OH:46])[OH:47]>>[F:1][c:2]1[cH:3][cH:4][c:5]([C:8](=[C:9]([CH2:10][OH:11])[c:13]2[n:14][n:15][n:16][n:17]2[CH3:18])[c:19]2[cH:20][cH:21][c:22]([F:25])[cH:23][cH:24]2)[cH:6][cH:7]1. The reactants are Nc1cc(Br)cc2[nH]ncc12, Cc1ccc(S(=O)(=O)Cl)cc1, [H-], [Na+], CN(C)C=O. Yields the product Cc1ccc(S(=O)(=O)n2ncc3c(N)cc(Br)cc32)cc1. RXN SMILES: [Br:3][c:4]1[cH:5][c:6]([NH2:13])[c:7]2[cH:8][n:9][nH:10][c:11]2[cH:12]1.[CH3:14][c:15]1[cH:16][cH:17][c:18]([S:21](=[O:22])(=[O:23])[Cl:24])[cH:19][cH:20]1.[H-:1].[Na+:2].[O:25]=[CH:26][N:27]([CH3:28])[CH3:29]>>[Br:3][c:4]1[cH:5][c:6]([NH2:13])[c:7]2[cH:8][n:9][n:10]([S:21]([c:18]3[cH:17][cH:16][c:15]([CH3:14])[cH:20][cH:19]3)(=[O:22])=[O:23])[c:11]2[cH:12]1. RXN SMILES: [CH2:28]([SiH:29]([CH2:30][CH3:31])[CH2:32][CH3:33])[CH3:34].[CH2:42]([Cl:43])[Cl:44].[CH3:1][O:2][c:3]1[cH:4][c:5]2[cH:6][cH:7][c:8](-[c:13]3[o:14][c:15]4[c:16]([c:17]3[CH:18]([CH2:19][CH2:20][CH2:21][CH3:22])[OH:23])[cH:24][cH:25][cH:26][cH:27]4)[cH:9][c:10]2[cH:11][cH:12]1.[F:35][C:36]([F:37])([F:38])[C:39]([OH:40])=[O:41]>>[CH3:1][O:2][c:3]1[cH:4][c:5]2[cH:6][cH:7][c:8](-[c:13]3[o:14][c:15]4[c:16]([c:17]3[CH2:18][CH2:19][CH2:20][CH2:21][CH3:22])[cH:24][cH:25][cH:26][cH:27]4)[cH:9][c:10]2[cH:11][cH:12]1. Starting materials: CC[SiH](CC)CC, ClCCl, CCCCC(O)c1c(-c2ccc3cc(OC)ccc3c2)oc2ccccc12, O=C(O)C(F)(F)F. Product: CCCCCc1c(-c2ccc3cc(OC)ccc3c2)oc2ccccc12. The reactants are ClC1=C(C=C(C(=C1)[N+](=O)[O-])F)Cl (1,2-Dichloro-4-fluoro-5-nitrobenzene), CN (methylamine). As a reaction SMILES: [Cl:1][C:2]1[CH:7]=[C:6]([N+:8]([O-:10])=[O:9])[C:5](F)=[CH:4][C:3]=1[Cl:12].[CH3:13][NH2:14]>CN(C=O)C>[Cl:1][C:2]1[C:3]([Cl:12])=[CH:4][C:5]([NH:14][CH3:13])=[C:6]([N+:8]([O-:10])=[O:9])[CH:7]=1. Procedure: 1,2-Dichloro-4-fluoro-5-nitrobenzene (5.00 g, 23.8 mmol) in DMF (5.0 mL) was added to methylamine (10% in toluene, 80.0 g, 258 mmol) and stirred at rt overnight. The reaction mixture was filtered through a pad of ALOX B, washed with DMF/MeOH and concentrated to give the sub-title compound. The solvent is CN(C)C=O (DMF). Product: ClC1=CC(=C(NC)C=C1Cl)[N+](=O)[O-] (4,5-Dichloro-N-methyl-2-nitroaniline). Conditions: time 8 hour.